From a dataset of the Open Reaction Database (ORD), a public repository of structured organic reaction records. describe an organic reaction: reactants, conditions, products, and yield The reactants are CC(C(N)C1=CC=CC=C1)(C)C1=NC=CC=C1 (racemic 2-methyl-1-phenyl-2-(pyridin-2-yl)propan-1-amine), Cl (HCl). The solvent is C(C)(=O)OC(C)C (isopropyl acetate), C(C)(C)O (isopropyl alcohol). Reaction SMILES: [CH3:1][C:2]([C:12]1[CH:17]=[CH:16][CH:15]=[CH:14][N:13]=1)([CH3:11])[CH:3]([C:5]1[CH:10]=[CH:9][CH:8]=[CH:7][CH:6]=1)[NH2:4].Cl>C(OC(C)C)(=O)C.C(O)(C)C>[CH3:11][C:2]([C:12]1[CH:17]=[CH:16][CH:15]=[CH:14][N:13]=1)([CH3:1])[C@H:3]([C:5]1[CH:10]=[CH:9][CH:8]=[CH:7][CH:6]=1)[NH2:4]. Procedure: (S)-2-methyl-1-phenyl-2-(pyridin-2-yl)propan-1-amine is prepared starting from racemic 2-methyl-1-phenyl-2-(pyridin-2-yl)propan-1-amine using chiral SFC chromatography. This oil is dissolved in isopropyl acetate and a solution of 5-6 N HCl in isopropyl alcohol is added. The mixture is concentrated, and triturated in ether to yield the title compound as a white solid. M.p.=188° C. 1HNMR (300 MHz, CD3OD): δ 1.59 (s, 3H), 1.76 (s, 3H), 5.09 (s, 1H), 7.25-7.28 (m, 2H), 7.38-7.40 (m, 3H), 8.00 (t, J=... Product: CC([C@@H](N)C1=CC=CC=C1)(C)C1=NC=CC=C1 ((S)-2-methyl-1-phenyl-2-(pyridin-2-yl)propan-1-amine), title compound.